From a dataset of the Open Reaction Database (ORD), a public repository of structured organic reaction records. describe an organic reaction: reactants, conditions, products, and yield The reactants are [OH-].[Li+] (lithium hydroxide), BrC1=CC=C(C=C1)C(C(=O)OC)OC1=CC=CC=C1 (methyl 2-(4-bromophenyl)-2-phenoxyacetate). The solvent is O1CCCC1 (tetrahydrofuran), C1(CC(C(CC1)C(C)C)O)C (menthol), O (water). Reaction conditions: time 1 hour. The product is BrC1=CC=C(C=C1)C(C(=O)O)OC1=CC=CC=C1 (2-(4-bromophenyl)-2-phenoxyacetic acid). Yield: 93.0%. RXN SMILES: [OH-].[Li+].[Br:3][C:4]1[CH:9]=[CH:8][C:7]([CH:10]([O:15][C:16]2[CH:21]=[CH:20][CH:19]=[CH:18][CH:17]=2)[C:11]([O:13]C)=[O:12])=[CH:6][CH:5]=1>O1CCCC1.C1(C)CCC(C(C)C)C(O)C1.O>[Br:3][C:4]1[CH:5]=[CH:6][C:7]([CH:10]([O:15][C:16]2[CH:17]=[CH:18][CH:19]=[CH:20][CH:21]=2)[C:11]([OH:13])=[O:12])=[CH:8][CH:9]=1 |f:0.1|. Procedure details: To a solution of lithium hydroxide (3.5 g, 0.042 mmol) in tetrahydrofuran, menthol and water (120 mL, 3:1:1) was added methyl 2-(4-bromophenyl)-2-phenoxyacetate (6.8 g, 0.021 mol). The reaction mixture was stirred at room temperature for 1 hour. The mixture was quench with 10% hydrochloric acid (aqueous, 5 mL), extracted with dichloromethane and menthol (10:1), the combine organic layer was dried with anhydrous sodium sulfate, filtered and evaporated to give 2-(4-bromophenyl)-2-phenoxyacetic aci... As a reaction SMILES: [CH2:9]([CH:10]=[CH2:11])[Br:12].[CH3:15][C:16](=[O:17])[CH3:18].[F:1][c:2]1[cH:3][cH:4][c:5]([OH:8])[cH:6][cH:7]1.[Na+:14].[OH-:13]>>[F:1][c:2]1[cH:3][cH:4][c:5]([O:8][CH2:11][CH:10]=[CH2:9])[cH:6][cH:7]1. The reactants are C=CCBr, CC(C)=O, Oc1ccc(F)cc1, [Na+], [OH-]. Product: C=CCOc1ccc(F)cc1. The reactants are [Cl-].[Na+] (sodium chloride), S(=O)([O-])[O-].[Na+].[Na+] (sodium sulphite), S(O)(O)(=O)=O (sulphuric acid), [Na] (sodium), ClC1=C(C=C(C=C1)S(=O)(=O)O)[N+](=O)[O-] (4-chloro-3-nitrobenzene-1-sulphonic acid), [OH-].[Na+] (sodium hydroxide), C([O-])([O-])=O.[Na+].[Na+] (sodium carbonate). Reagents/catalysts: [Fe] (iron). Run in O (water), C(C)(=O)O (acetic acid), O (water). Run at temperature 24 celsius, time 2 hour. Yields the product NC1=C(C=CC(=C1)S(=O)(=O)O)S(=O)(=O)O (2-aminobenzene-1,4-disulphonic acid). The yield is 76.0%. As a reaction SMILES: [Na].Cl[C:3]1[CH:8]=[CH:7][C:6]([S:9]([OH:12])(=[O:11])=[O:10])=[CH:5][C:4]=1[N+:13]([O-])=O.[OH-].[Na+].[S:18]([O-:21])([O-:20])=[O:19].[Na+].[Na+].[Cl-].[Na+].C(=O)([O-])[O-].[Na+].[Na+].S(=O)(=O)(O)O>O.[Fe].C(O)(=O)C>[NH2:13][C:4]1[CH:5]=[C:6]([S:9]([OH:12])(=[O:11])=[O:10])[CH:7]=[CH:8][C:3]=1[S:18]([OH:21])(=[O:20])=[O:19] |f:2.3,4.5.6,7.8,9.10.11,^1:0|. Reported procedure: 484 g of moist sodium salt of 4-chloro-3-nitrobenzene-1-sulphonic acid (with adhering sulphuric acid and sodium hydrogen sulphate), corresponding to 1 mol, were initially introduced in 650 ml of water and adjusted to a pH of 7 to 8 using 59 ml of 50% strength by weight sodium hydroxide solution. 147 g of anhydrous sodium sulphite (1.2 mol) were then added, and the reaction mixture was heated to boiling temperature and left at this temperature for 2 hours. 115 g of sodium chloride (1.97 mol) were... Starting materials: CCOC(=O)c1csc(CNC(=O)OC(C)(C)C)n1, CC(=O)OC(C)=O, O=CO, O=C(O)C(F)(F)F. The product is CCOC(=O)c1csc(CNC=O)n1. RXN SMILES: [C:1]([CH3:3])([CH3:4])([O:5][C:6](=[O:2])[NH:8][CH2:9][c:10]1[s:11][cH:12][c:13]([C:15](=[O:16])[O:17][CH2:18][CH3:19])[n:14]1)[CH3:7].[CH3:27][C:28]([O:29][C:30](=[O:31])[CH3:32])=[O:33].[CH:34]([OH:35])=[O:36].[OH:20][C:21]([C:22]([F:23])([F:24])[F:25])=[O:26]>>[O:5]=[CH:6][NH:8][CH2:9][c:10]1[s:11][cH:12][c:13]([C:15](=[O:16])[O:17][CH2:18][CH3:19])[n:14]1. Reactants: COc1cc(O)ccc1-n1cnc2ncnc-2n1, N#CCCl, [K]. The product is COc1cc(OCC#N)ccc1-n1cnc2ncnc-2n1. As a reaction SMILES: [CH3:2][O:3][c:4]1[c:5](-[n:11]2[n:12][c:13]3[n:19][cH:18][n:17][c:14]-3[n:15][cH:16]2)[cH:6][cH:7][c:8]([OH:10])[cH:9]1.[Cl:20][CH2:21][C:22]#[N:23].[K:1]>>[CH3:2][O:3][c:4]1[c:5](-[n:11]2[n:12][c:13]3[n:19][cH:18][n:17][c:14]-3[n:15][cH:16]2)[cH:6][cH:7][c:8]([O:10][CH2:21][C:22]#[N:23])[cH:9]1. The reactants are CCOC(=O)C1(c2ccccc2)CCNCC1, O=C([O-])CCl, [Na+]. Product: CCOC(=O)C1(c2ccccc2)CCN(CC(=O)O)CC1. RXN SMILES: [C:1](=[O:2])([O:3][CH2:4][CH3:5])[C:6]1([c:12]2[cH:13][cH:14][cH:15][cH:16][cH:17]2)[CH2:7][CH2:8][NH:9][CH2:10][CH2:11]1.[Cl:18][CH2:19][C:20](=[O:21])[O-:22].[Na+:23]>>[C:1](=[O:2])([O:3][CH2:4][CH3:5])[C:6]1([c:12]2[cH:13][cH:14][cH:15][cH:16][cH:17]2)[CH2:7][CH2:8][N:9]([CH2:19][C:20](=[O:21])[OH:22])[CH2:10][CH2:11]1. Starting materials: C([O-])([O-])=O.[Na+].[Na+] (Sodium carbonate), N1CCNCCC1 (homopiperazine), BrCCCCC(=O)OCC (ethyl 5-bromovalerate). Run in CC#N (CH3CN). Run at time 6 hour. Product: C(C)OC(CCCCN1CCNCCC1)=O (5-[1,4]diazepan-1-yl-pentanoic acid ethyl ester). The yield is 87.6%. RXN SMILES: C(=O)([O-])[O-].[Na+].[Na+].[NH:7]1[CH2:13][CH2:12][CH2:11][NH:10][CH2:9][CH2:8]1.Br[CH2:15][CH2:16][CH2:17][CH2:18][C:19]([O:21][CH2:22][CH3:23])=[O:20]>CC#N>[CH2:22]([O:21][C:19](=[O:20])[CH2:18][CH2:17][CH2:16][CH2:15][N:7]1[CH2:13][CH2:12][CH2:11][NH:10][CH2:9][CH2:8]1)[CH3:23] |f:0.1.2|. Procedure details: Sodium carbonate (2.12 g) was added to the solution of homopiperazine (10.0 g; 5 eq.) and ethyl 5-bromovalerate (4.18 g; 1 eq.) in CH3CN (120 mL). The reaction was stirred at room temperature for 6 h. The reaction mixture was filtered thru a celite pad. The filtrate was concentrated. The remaining residual was dissolved in CHCl3 (120 mL), washed by H2O (50 mL×3) and brine (50 mL×1), dried by Na2SO4 and concentrated to give 5-[1,4]diazepan-1-yl-pentanoic acid ethyl ester (4.0 g), which was carrie...